From a dataset of the Open Reaction Database (ORD), a public repository of structured organic reaction records. describe an organic reaction: reactants, conditions, products, and yield Reactants: C(C)(C)(C)OC(=O)N1CC=2C(CC1)=NN(C2O)CC(=O)OCC (ethyl 5-t-butoxycarbonyl-3-hydroxy-4,5,6,7-tetrahydropyrazolo[4,3-c]pyridin-2-acetate), C(F)(F)(F)C(=O)O (CF3CO2H). Run in C(Cl)Cl (methylene chloride). Reaction conditions: time 2 hour. The product is OC=1N(N=C2C1CNCC2)CC(=O)OCC (Ethyl 3-hydroxy-4,5,6,7-tetrahydropyrazolo[4,3-c]pyridin-2-acetate). RXN SMILES: C(OC([N:8]1[CH2:13][CH2:12][C:11]2=[N:14][N:15]([CH2:18][C:19]([O:21][CH2:22][CH3:23])=[O:20])[C:16]([OH:17])=[C:10]2[CH2:9]1)=O)(C)(C)C.C(C(O)=O)(F)(F)F>C(Cl)Cl>[OH:17][C:16]1[N:15]([CH2:18][C:19]([O:21][CH2:22][CH3:23])=[O:20])[N:14]=[C:11]2[CH2:12][CH2:13][NH:8][CH2:9][C:10]=12. Reported procedure: In 50 ml of methylene chloride was dissolved 2.73 g (8.40 mmol) of ethyl 5-t-butoxycarbonyl-3-hydroxy-4,5,6,7-tetrahydropyrazolo[4,3-c]pyridin-2-acetate, and under ice-cooling, 10 ml of CF3CO2H was added to the solution and the mixture was stirred at room temperature for 2 hours. Reactants: ClCCl, COC(=O)Nc1nc(C)cc(OC)n1, CC1Cc2cccc(S(N)(=O)=O)c2N1, C[Al](C)C, Cc1ccccc1, Cl. The product is COc1cc(C)nc(NC(=O)NS(=O)(=O)c2cccc3c2NC(C)C3)n1. RXN SMILES: [CH2:34]([Cl:35])[Cl:36].[CH3:15][O:16][C:17]([NH:18][c:19]1[n:20][c:21]([CH3:27])[cH:22][c:23]([O:25][CH3:26])[n:24]1)=[O:28].[CH3:1][CH:2]1[NH:3][c:4]2[c:5]([S:11](=[O:12])(=[O:13])[NH2:14])[cH:6][cH:7][cH:8][c:9]2[CH2:10]1.[CH3:29][Al:30]([CH3:31])[CH3:32].[CH3:37][c:38]1[cH:39][cH:40][cH:41][cH:42][cH:43]1.[ClH:33]>>[CH3:1][CH:2]1[NH:3][c:4]2[c:5]([S:11](=[O:12])(=[O:13])[NH:14][C:17](=[O:16])[NH:18][c:19]3[n:20][c:21]([CH3:27])[cH:22][c:23]([O:25][CH3:26])[n:24]3)[cH:6][cH:7][cH:8][c:9]2[CH2:10]1. Reactants: CC1([C@@H](N2[C@H](S1)[C@@H](C2=O)NC(=O)CC=3C=CC=CC3)C(=O)[O-])C.[K+] (penicillin), CC1([C@@H](N2[C@H](S1)[C@@H](C2=O)NC(=O)CC3=CC=CC=C3)C(=O)[O-])C.[K+] (penicillin G potassium salt), solution, [OH-].[Na+] (sodium hydroxide), CN(C1=CC=C(C=O)C=C1)C.CO (p-dimethylaminobenzaldehyde methanol), CC1([C@@H](N2[C@H](S1)[C@@H](C2=O)NC(=O)CC=3C=CC=CC3)C(=O)O)C (penicillin G), [OH-].[Na+] (sodium hydroxide), C1(=CC=CC=C1)CC(=O)O (phenylacetic acid), CC1([C@@H](N2[C@H](S1)[C@@H](C2=O)NC(=O)CC=3C=CC=CC3)C(=O)O)C (penicillin G), [OH-].[Na+] (sodium hydroxide). Run in P(=O)([O-])([O-])[O-] (phosphate), P(=O)([O-])([O-])[O-] (phosphate), C(C)(=O)O (acetic acid), 7.5-pH. Run at temperature 28 celsius, time 10 minute. The product is CC1([C@@H](N2[C@H](S1)[C@@H](C2=O)N)C(=O)O)C (6-aminopenicillanic acid). As a reaction SMILES: [CH3:1][C:2]1([CH3:23])[S:6][C@@H:5]2[C@H:7]([NH:10]C(CC3C=CC=CC=3)=O)[C:8](=[O:9])[N:4]2[C@H:3]1[C:20]([O-:22])=[O:21].[K+].[OH-].[Na+].C1(CC(O)=O)C=CC=CC=1.CC1(C)S[C@@H]2[C@H](NC(CC3C=CC=CC=3)=O)C(=O)N2[C@H]1C(O)=O.CN(C)C1C=CC(C=O)=CC=1.CO>P([O-])([O-])([O-])=O.C(O)(=O)C>[CH3:1][C:2]1([CH3:23])[S:6][C@@H:5]2[C@H:7]([NH2:10])[C:8](=[O:9])[N:4]2[C@H:3]1[C:20]([OH:22])=[O:21] |f:0.1,2.3,6.7|. Reported procedure: An amount of penicillin acylase enzyme, either free or immobilized on the carrier, sufficient to contain about 50 I.U. of activity, was suspended in 60 ml of 7.5-pH phosphate buffer. The mixture was maintained at 28° C. in a vessel connected to a pH controller which electrometrically determined the pH and metered in sufficient 0.8 N sodium hydroxide solution to maintain the pH at approximately 8.0. A solution containing 5 g of penicillin G potassium salt in phosphate buffer, also at 28° C., was ... Reactants: C(C1=CC=CC=C1)OC(/N=C(\C1=CC=C(C=C1)CNC(C(C1=NC2=C(N1COCC[Si](C)(C)C)C=CC=C2)OC)=O)/N)=O ((RS)-[1-Amino-1-[4-({2-methoxy-2-[l -(2-trimethylsilanyl-ethoxymethyl)-1H-benzoimidazol-2-yl]-acetylamino }-methyl)-phenyl]-meth-(E)-ylidene]-carbamic acid benzyl ester). The solvent is Cl (HCl). Run at time 4 hour. Product: C(C1=CC=CC=C1)OC(/N=C(\C1=CC=C(C=C1)CNC(C(OC)C1=NC2=C(N1)C=CC=C2)=O)/N)=O ((RS)-[1-amino-1-(4-{[2-(1H-benzoimidazol-2-yl)-2-methoxy-acetylamino]-methyl}-phenyl)-meth-(E)-ylidene]-carbamic acid benzyl ester). Yield: 65.9%. As a reaction SMILES: [CH2:1]([O:8][C:9](=[O:43])/[N:10]=[C:11](/[NH2:42])\[C:12]1[CH:17]=[CH:16][C:15]([CH2:18][NH:19][C:20](=[O:41])[CH:21]([O:39][CH3:40])[C:22]2[N:26](COCC[Si](C)(C)C)[C:25]3[CH:35]=[CH:36][CH:37]=[CH:38][C:24]=3[N:23]=2)=[CH:14][CH:13]=1)[C:2]1[CH:7]=[CH:6][CH:5]=[CH:4][CH:3]=1>Cl>[CH2:1]([O:8][C:9](=[O:43])/[N:10]=[C:11](/[NH2:42])\[C:12]1[CH:13]=[CH:14][C:15]([CH2:18][NH:19][C:20](=[O:41])[CH:21]([C:22]2[NH:23][C:24]3[CH:38]=[CH:37][CH:36]=[CH:35][C:25]=3[N:26]=2)[O:39][CH3:40])=[CH:16][CH:17]=1)[C:2]1[CH:7]=[CH:6][CH:5]=[CH:4][CH:3]=1. Procedure details: (RS)-[1-Amino-1-[4-({2-methoxy-2-[l -(2-trimethylsilanyl-ethoxymethyl)-1H-benzoimidazol-2-yl]-acetylamino }-methyl)-phenyl]-meth-(E)-ylidene]-carbamic acid benzyl ester (0.5 g) was heated in 5 N HCl (20 ml) to 50° C. and stirring at that temperature was continued for 4 h. After cooling to r.t., the mixture was washed with EtOAc and cooled to 0° C. The pH was brought to ˜12 by the dropwise addition of 4 N NaOH. The mixture was then extracted with EtOAc. The combined organics were washed with brin... Starting materials: C=Cc1cccc(C(=O)O)c1, O=C(Cl)C(=O)Cl, ClCCl, CN(C)C=O. Product: C=Cc1cccc(C(=O)Cl)c1. As a reaction SMILES: [CH:1](=[CH2:2])[c:3]1[cH:4][c:5]([C:6](=[O:7])[OH:8])[cH:9][cH:10][cH:11]1.[Cl:12][C:13]([C:14]([Cl:15])=[O:16])=[O:17].[Cl:23][CH2:24][Cl:25].[O:18]=[CH:19][N:20]([CH3:21])[CH3:22]>>[CH:1](=[CH2:2])[c:3]1[cH:4][c:5]([C:6](=[O:7])[Cl:12])[cH:9][cH:10][cH:11]1. Starting materials: CC1=CN(C2=CC=C(C=C12)OCC1=CC=CC=C1)N (3-methyl-5-(phenylmethoxy)-1H-indol-1-amine), C([O-])(O)=O.[Na+] (sodium bicarbonate), Cl.ClC1=CC=NC=C1 (4-chloropyridine hydrochloride), amine, Cl.ClC1=CC=NC=C1 (4-chloropyridine hydrochloride). Solvent: CN1C(CCC1)=O (1-methyl-2-pyrrolidinone). Conditions: temperature 80 celsius. Product: CC1=CN(C2=CC=C(C=C12)OCC1=CC=CC=C1)NC1=CC=NC=C1 (3-Methyl-5-(phenylmethoxy)-1-(4-pyridinylamino)-1H-indole). Yield: 91.7%. As a reaction SMILES: [CH3:1][C:2]1[C:10]2[C:5](=[CH:6][CH:7]=[C:8]([O:11][CH2:12][C:13]3[CH:18]=[CH:17][CH:16]=[CH:15][CH:14]=3)[CH:9]=2)[N:4]([NH2:19])[CH:3]=1.Cl.Cl[C:22]1[CH:27]=[CH:26][N:25]=[CH:24][CH:23]=1.C(=O)(O)[O-].[Na+]>CN1CCCC1=O>[CH3:1][C:2]1[C:10]2[C:5](=[CH:6][CH:7]=[C:8]([O:11][CH2:12][C:13]3[CH:14]=[CH:15][CH:16]=[CH:17][CH:18]=3)[CH:9]=2)[N:4]([NH:19][C:22]2[CH:27]=[CH:26][N:25]=[CH:24][CH:23]=2)[CH:3]=1 |f:1.2,3.4|. Reported procedure: To a solution consisting of 3-methyl-5-(phenylmethoxy)-1H-indol-1-amine (6.31 g) and 1-methyl-2-pyrrolidinone (109 ml) was added 4-chloropyridine hydrochloride (3.94 g). The resulting mixture was heated at 80° C. for 4-5 hours. Another batch of reaction was also carried out with the amine (2.94 g) and 4-chloropyridine hydrochloride (1.84 g) in nmp (50 ml) at 80° C. for 4 hours. The above reaction mixtures were poured together into dilute aqueous sodium bicarbonate and extracted with EtOAc (4×) a... Starting materials: C(C)OC=1C(=NC=CC1)NC1=CC=C2OC=3C(=CC(=CC3[C@@](C2=C1)(CCO)NC#N)OC)F ((S)—N-(7-((3-ethoxypyridin-2-yl)amino)-4-fluoro-9-(2-hydroxyethyl)-2-methoxy-9H-xanthen-9-yl)cyanamide). The reagents and catalysts are Cl (HCl). The solvent is CO (methanol). Run at time 30 minute. Yields the product C(C)OC=1C(=NC=CC1)NC1=CC=C2OC=3C(=CC(=CC3[C@]3(C2=C1)N=C(OCC3)N)OC)F ((S)—N7′-(3-ethoxypyridin-2-yl)-4′-fluoro-2′-methoxy-5,6-dihydrospiro[[1,3]oxazine-4,9′-xanthene]-2,7′-diamine). Isolated yield 25.1%. RXN SMILES: [CH2:1]([O:3][C:4]1[C:5]([NH:10][C:11]2[CH:24]=[C:23]3[C:14]([O:15][C:16]4[C:17]([F:33])=[CH:18][C:19]([O:31][CH3:32])=[CH:20][C:21]=4[C@:22]3([NH:28][C:29]#[N:30])[CH2:25][CH2:26][OH:27])=[CH:13][CH:12]=2)=[N:6][CH:7]=[CH:8][CH:9]=1)[CH3:2]>CO.Cl>[CH2:1]([O:3][C:4]1[C:5]([NH:10][C:11]2[CH:24]=[C:23]3[C:14]([O:15][C:16]4[C:17]([F:33])=[CH:18][C:19]([O:31][CH3:32])=[CH:20][C:21]=4[C@@:22]43[CH2:25][CH2:26][O:27][C:29]([NH2:30])=[N:28]4)=[CH:13][CH:12]=2)=[N:6][CH:7]=[CH:8][CH:9]=1)[CH3:2]. Procedure: (S)—N-(7-((3-ethoxypyridin-2-yl)amino)-4-fluoro-9-(2-hydroxyethyl)-2-methoxy-9H-xanthen-9-yl)cyanamide (160 mg, 0.355 mmol) was dissolved in methanol (10 ml) and three drops of concentrated HCl was added. The solution was stirred at room temperature for 30 minutes. The solution was quenched with water and saturated sodium bicarbonate, then extracted with ethyl acetate. The organics were then separated and concentrated. The product was purified via silica gel column chromatography (RediSep 40 g c... Reactants: ClCCCBr, O=C([O-])[O-], [Cs+], [Cs+], CN(C)C=O, O, COC(=O)c1cc(O)n(C)n1. Product: COC(=O)c1cc(OCCCCl)n(C)n1. As a reaction SMILES: [Br:7][CH2:8][CH2:9][CH2:10][Cl:11].[C:1](=[O:2])([O-:3])[O-:4].[Cs+:5].[Cs+:6].[O:12]=[CH:13][N:14]([CH3:15])[CH3:16].[OH2:28].[OH:17][c:18]1[cH:19][c:20]([C:24](=[O:25])[O:26][CH3:27])[n:21][n:22]1[CH3:23]>>[CH2:8]([CH2:9][CH2:10][Cl:11])[O:17][c:18]1[cH:19][c:20]([C:24](=[O:25])[O:26][CH3:27])[n:21][n:22]1[CH3:23]. Reactants: CN1C(=O)N(C=2N=C(NC2C1=O)CC)C (1,3-dimethyl-8-ethylxanthine), C([O-])([O-])=O.[K+].[K+] (potassium carbonate), ClC1=CC=C(C(=O)C2=CC=C(CBr)C=C2)C=C1 (4-(4-chlorobenzoyl)benzyl bromide). Solvent: CN(C)C=O (DMF), O (water). The yield is 66.9%. Reaction conditions: time 21 hour. The product is ClC1=CC=C(C(=O)C2=CC=C(CN3C(=NC=4N(C(N(C(C34)=O)C)=O)C)CC)C=C2)C=C1 (7-[4-(4-Chlorobenzoyl)benzyl]-1,3-dimethyl-8-ethylxanthine). Reaction SMILES: [CH3:1][N:2]1[C:11](=[O:12])[C:10]2[NH:9][C:8]([CH2:13][CH3:14])=[N:7][C:6]=2[N:5]([CH3:15])[C:3]1=[O:4].C(=O)([O-])[O-].[K+].[K+].[Cl:22][C:23]1[CH:38]=[CH:37][C:26]([C:27]([C:29]2[CH:36]=[CH:35][C:32]([CH2:33]Br)=[CH:31][CH:30]=2)=[O:28])=[CH:25][CH:24]=1>CN(C=O)C.O>[Cl:22][C:23]1[CH:24]=[CH:25][C:26]([C:27]([C:29]2[CH:36]=[CH:35][C:32]([CH2:33][N:9]3[C:10]4[C:11](=[O:12])[N:2]([CH3:1])[C:3](=[O:4])[N:5]([CH3:15])[C:6]=4[N:7]=[C:8]3[CH2:13][CH3:14])=[CH:31][CH:30]=2)=[O:28])=[CH:37][CH:38]=1 |f:1.2.3|. Procedure: To a solution of 1,3-dimethyl-8-ethylxanthine (416 mg) in DMF (10 ml) were added potassium carbonate (332 mg) and 4-(4-chlorobenzoyl)benzyl bromide (619 mg) and the mixture was stirred at room temperature for 21 hours. This reaction mixture was diluted with water and extracted with ethyl acetate. The extract was washed with saturated aqueous NaCl solution and dried over anhydrous sodium sulfate. The solvent was distilled off and the residue was recrystallized (ethyl acetate-ether) to provide the...